Dataset: the Open Reaction Database (ORD), a public repository of structured organic reaction records. Task: describe an organic reaction: reactants, conditions, products, and yield The reactants are C1CCNCC1, CC#N, COC(=O)c1cnc(Br)c(-c2ccc(F)cc2)n1. Product: COC(=O)c1cnc(N2CCCCC2)c(-c2ccc(F)cc2)n1. Reaction SMILES: [CH2:1]1[CH2:2][CH2:3][NH:4][CH2:5][CH2:6]1.[CH3:25][C:26]#[N:27].[CH3:7][O:8][C:9](=[O:10])[c:11]1[n:12][c:13](-[c:18]2[cH:19][cH:20][c:21]([F:24])[cH:22][cH:23]2)[c:14]([Br:17])[n:15][cH:16]1>>[CH2:1]1[CH2:2][CH2:3][N:4]([c:14]2[c:13](-[c:18]3[cH:19][cH:20][c:21]([F:24])[cH:22][cH:23]3)[n:12][c:11]([C:9]([O:8][CH3:7])=[O:10])[cH:16][n:15]2)[CH2:5][CH2:6]1. Starting materials: N1=C(C=CC=C1)C1=CC=C(S1)C(=O)O (5-(pyrid-2-yl)thiophene-2-carboxylic acid), S(=O)(Cl)Cl (thionyl chloride). Solvent: C1(=CC=CC=C1)C (toluene). Conditions: temperature 100 celsius, time 2.5 hour. Product: N1=C(C=CC=C1)C1=CC=C(S1)C(=O)Cl (5-(Pyrid-2-yl)thiophene-2-carbonyl chloride). As a reaction SMILES: [N:1]1[CH:6]=[CH:5][CH:4]=[CH:3][C:2]=1[C:7]1[S:11][C:10]([C:12]([OH:14])=O)=[CH:9][CH:8]=1.S(Cl)([Cl:17])=O>C1(C)C=CC=CC=1>[N:1]1[CH:6]=[CH:5][CH:4]=[CH:3][C:2]=1[C:7]1[S:11][C:10]([C:12]([Cl:17])=[O:14])=[CH:9][CH:8]=1. Procedure: A suspension of 5-(pyrid-2-yl)thiophene-2-carboxylic acid (48 mg) in dry toluene (10 mL) was treated with thionyl chloride (269 μL). After stirring at 100° C. for 2.5 hours the reaction mixture was allowed to cool to room temperature and then evaporated. The residue was azeotroped with toluene to give the title compound (61 mg), which was used without further purification. Starting materials: B, C#CCBr, CN(C)C=O, Cc1ccccc1, CCO, [H-], [H][H], [Na+], [Na], O, OC1CN2CCC1CC2. Yields the product C#CCOC1CN2CCC1CC2. RXN SMILES: [BH3:1].[CH2:16]([C:17]#[CH:18])[Br:19].[CH3:20][N:21]([CH3:22])[CH:23]=[O:24].[CH3:25][c:26]1[cH:27][cH:28][cH:29][cH:30][cH:31]1.[CH3:33][CH2:34][OH:35].[H-:12].[H:14][H:15].[Na+:13].[Na:11].[OH2:32].[OH:2][CH:3]1[CH2:4][N:5]2[CH2:6][CH2:7][CH:8]1[CH2:9][CH2:10]2>>[O:2]([CH:3]1[CH2:4][N:5]2[CH2:6][CH2:7][CH:8]1[CH2:9][CH2:10]2)[CH2:18][C:17]#[CH:16]. Reactants: CCOC(C)=O, Cl, CC(C)(C)OC(=O)NCCCCCCNC(=O)c1cccc(-c2nc(=O)c3ccccc3s2)n1. Yields the product Cl, NCCCCCCNC(=O)c1cccc(-c2nc(=O)c3ccccc3s2)n1. Reaction SMILES: [CH3:36][CH2:37][O:38][C:39](=[O:40])[CH3:41].[ClH:35].[O:1]=[c:2]1[n:3][c:4](-[c:12]2[cH:13][cH:14][cH:15][c:16]([C:18](=[O:19])[NH:20][CH2:21][CH2:22][CH2:23][CH2:24][CH2:25][CH2:26][NH:27][C:28](=[O:29])[O:30][C:31]([CH3:32])([CH3:33])[CH3:34])[n:17]2)[s:5][c:6]2[c:7]1[cH:8][cH:9][cH:10][cH:11]2>>[ClH:35].[O:1]=[c:2]1[n:3][c:4](-[c:12]2[cH:13][cH:14][cH:15][c:16]([C:18](=[O:19])[NH:20][CH2:21][CH2:22][CH2:23][CH2:24][CH2:25][CH2:26][NH2:27])[n:17]2)[s:5][c:6]2[c:7]1[cH:8][cH:9][cH:10][cH:11]2.